This data is from the Open Reaction Database (ORD), a public repository of structured organic reaction records. The task is: describe an organic reaction: reactants, conditions, products, and yield The reactants are C(C)(C)(C)OC(=O)N1C(=CC=C1)B(O)O (1-(t-butoxycarbonyl)pyrrole-2-boronic acid), dichlorobistriphenylphosphine palladium, C([O-])([O-])=O.[Na+].[Na+] (sodium carbonate), O (water), BrC1=CC(=C(C=C1OC1=CC=C(C=C1)S(=O)(=O)C)N)[N+](=O)[O-] (4-bromo-5-(4-methanesulfonyl-phenoxy)-2-nitro-phenylamine). Solvent: C(OC)COC (dimethoxyethane). Reaction conditions: temperature 80 celsius, time 1 hour. Yields the product NC1=CC(=C(C=C1[N+](=O)[O-])C=1N(C=CC1)C(=O)OC(C)(C)C)OC1=CC=C(C=C1)S(=O)(=O)C (t-butyl 2-(4-amino-2-(4-methanesulfonyl-phenoxy)-5-nitro-phenyl)-pyrrole-1-carboxylate). Reaction SMILES: [C:1]([O:5][C:6]([N:8]1[CH:12]=[CH:11][CH:10]=[C:9]1B(O)O)=[O:7])([CH3:4])([CH3:3])[CH3:2].C(=O)([O-])[O-].[Na+].[Na+].O.Br[C:24]1[C:29]([O:30][C:31]2[CH:36]=[CH:35][C:34]([S:37]([CH3:40])(=[O:39])=[O:38])=[CH:33][CH:32]=2)=[CH:28][C:27]([NH2:41])=[C:26]([N+:42]([O-:44])=[O:43])[CH:25]=1>C(COC)OC>[NH2:41][C:27]1[C:26]([N+:42]([O-:44])=[O:43])=[CH:25][C:24]([C:9]2[N:8]([C:6]([O:5][C:1]([CH3:4])([CH3:3])[CH3:2])=[O:7])[CH:12]=[CH:11][CH:10]=2)=[C:29]([O:30][C:31]2[CH:32]=[CH:33][C:34]([S:37]([CH3:40])(=[O:39])=[O:38])=[CH:35][CH:36]=2)[CH:28]=1 |f:1.2.3|. Reported procedure: 7.9 g of 1-(t-butoxycarbonyl)pyrrole-2-boronic acid, 1.8 g of dichlorobistriphenylphosphine palladium, 50 ml of aqueous saturated sodium carbonate solution and 50 ml of water were added in order to a dimethoxyethane (100 ml) solution of 10.3 g of 4-bromo-5-(4-methanesulfonyl-phenoxy)-2-nitro-phenylamine, and the reaction liquid was stirred in a nitrogen atmosphere at 80° C. for 1 hour. After cooled, the reaction liquid was filtered through Celite, the filtrate was diluted with ethyl acetate, was...